From a dataset of the Open Reaction Database (ORD), a public repository of structured organic reaction records. describe an organic reaction: reactants, conditions, products, and yield Reactants: CCOC(C)=O, CCOC(=O)C(N)C(C)C, CCCCCC, CCCCCC, ClCCl, ClCC=CCCl. The product is CCOC(=O)C(C(C)C)N1CC=CC1. As a reaction SMILES: [C:26]([O:27][CH2:28][CH3:29])(=[O:30])[CH3:31].[CH2:1]([CH3:2])[O:3][C:4]([CH:5]([NH2:6])[CH:7]([CH3:8])[CH3:9])=[O:10].[CH3:20][CH2:21][CH2:22][CH2:23][CH2:24][CH3:25].[CH3:32][CH2:33][CH2:34][CH2:35][CH2:36][CH3:37].[Cl:11][CH2:12][Cl:13].[Cl:14][CH2:15][CH:16]=[CH:17][CH2:18][Cl:19]>>[CH2:1]([CH3:2])[O:3][C:4]([CH:5]([N:6]1[CH2:15][CH:16]=[CH:17][CH2:18]1)[CH:7]([CH3:8])[CH3:9])=[O:10]. Reactants: CC1(c2cccc(Br)c2)COS(=O)(=O)N1, C=CCI, ClCCl, [Na+], [OH-]. The product is C=CCN1C(C)(c2cccc(Br)c2)COS1(=O)=O. Reaction SMILES: [Br:1][c:2]1[cH:3][c:4]([C:8]2([CH3:15])[NH:9][S:10](=[O:13])(=[O:14])[O:11][CH2:12]2)[cH:5][cH:6][cH:7]1.[CH2:16]([CH:17]=[CH2:18])[I:19].[Cl:22][CH2:23][Cl:24].[Na+:21].[OH-:20]>>[Br:1][c:2]1[cH:3][c:4]([C:8]2([CH3:15])[N:9]([CH2:18][CH:17]=[CH2:16])[S:10](=[O:13])(=[O:14])[O:11][CH2:12]2)[cH:5][cH:6][cH:7]1. Starting materials: Oxone(trade mark), C(CN(CC(=O)[O-])CC(=O)[O-])N(CC(=O)O)CC(=O)O.[Na+].[Na+] (disodium ethylenediaminetetraacetate), C([O-])([O-])=O.[K+].[K+] (potassium carbonate), solution, B([O-])([O-])[O-].B([O-])([O-])[O-].B([O-])([O-])[O-].B([O-])([O-])[O-].[Na+].[Na+].[Na+].[Na+].[Na+].[Na+].[Na+].[Na+].[Na+].[Na+].[Na+].[Na+] (sodium tetraborate), C(CN(CC(=O)[O-])CC(=O)[O-])N(CC(=O)O)CC(=O)O.[Na+].[Na+] (disodium ethylenediaminetetraacetate), 1,2, 4,5-di-O-isopropylidene-β-D-erythro-2,3-hexodiuro-2,6-pyranose, C(C1=CC=CC=C1)OC/C=C/C[C@H](C(=O)O)C ((2R,4E)-6-Benzyloxy-2-methylhex-4-enoic acid), COCOC (dimethoxymethane). Reagents/catalysts: S([O-])(O)(=O)=O.C(CCC)[N+](CCCC)(CCCC)CCCC (tetrabutylammoniumbisulfate). Solvent: O (water), O (water), C(C)#N (acetonitrile). Conditions: time 10 minute. Yields the product C(C1=CC=CC=C1)OC[C@@H](O)[C@@H]1C[C@H](C(O1)=O)C ((3R,5S)-5-[(R)-2-Benzyloxy-1-hydroxyethyl]-3-methyldihydrofuran-2-one). The yield is 72.0%. RXN SMILES: B([O-])([O-])[O-].B([O-])([O-])[O-].B([O-])([O-])[O-].B([O-])([O-])[O-].[Na+].[Na+].[Na+].[Na+].[Na+].[Na+].[Na+].[Na+].[Na+].[Na+].[Na+].[Na+].C(N(CC(O)=O)CC(O)=O)CN(CC([O-])=O)CC([O-])=[O:34].[Na+].[Na+].[CH2:51]([O:58][CH2:59]/[CH:60]=[CH:61]/[CH2:62][C@@H:63]([CH3:67])[C:64]([OH:66])=[O:65])[C:52]1[CH:57]=[CH:56][CH:55]=[CH:54][CH:53]=1.COCOC.C(=O)([O-])[O-].[K+].[K+]>S(=O)(=O)(O)[O-].C([N+](CCCC)(CCCC)CCCC)CCC.O.C(#N)C>[CH2:51]([O:58][CH2:59][C@H:60]([C@H:61]1[O:65][C:64](=[O:66])[C@H:63]([CH3:67])[CH2:62]1)[OH:34])[C:52]1[CH:57]=[CH:56][CH:55]=[CH:54][CH:53]=1 |f:0.1.2.3.4.5.6.7.8.9.10.11.12.13.14.15,16.17.18,21.22.23,24.25|. Procedure details: 400 ml of a solution of a sodium tetraborate buffer solution (0.05 M) in a 0.4 mM disodium ethylenediaminetetraacetate aqueous solution, 0.648 g of tetrabutylammoniumbisulfate (1.91 mmol) and 11.1 g of 1,2:4,5-di-O-isopropylidene-β-D-erythro-2,3-hexodiuro-2,6-pyranose (43.0 mmol) were added to 10.1 g of (2R,4E)-6-benzyloxy-2-methylhex-4-enoic acid obtained in Example (76b) (43.2 mmol) in a mixed solvent of acetonitrile (167 ml) and dimethoxymethane (333 ml) at room temperature, and the mixture w... Starting materials: BrC1=C2CN(C(C2=C(C=C1)[N+](=O)[O-])=O)C (4-Bromo-2-methyl-7-nitro-2,3-dihydro-1H-isoindol-1-one), N1CCC(C(=O)OC)CC1 (methyl isonipecotate), CCN(C(C)C)C(C)C (DIPEA). Procedure: 4-Bromo-2-methyl-7-nitro-2,3-dihydro-1H-isoindol-1-one (320.0 mg, 1.180 mmol), methyl isonipecotate (1.595 mL, 11.80 mmol), DIPEA (2.056 mL, 11.80 mmol) and DMF (5 mL) were mixed and heated in sealed tube at 90° C. for 3 days. The crude mixture was purified by MDP under basic conditions to obtain the title compound (33 mg, 8.4% yield). MS (ES+): m/z 334.16 (100) [MH+]; HPLC: tR=0.80 min (UPLC, Analytical). Reaction SMILES: Br[C:2]1[CH:10]=[CH:9][C:8]([N+:11]([O-:13])=[O:12])=[C:7]2[C:3]=1[CH2:4][N:5]([CH3:15])[C:6]2=[O:14].[NH:16]1[CH2:25][CH2:24][CH:19]([C:20]([O:22][CH3:23])=[O:21])[CH2:18][CH2:17]1.CCN(C(C)C)C(C)C>CN(C=O)C>[CH3:15][N:5]1[CH2:4][C:3]2[C:7](=[C:8]([N+:11]([O-:13])=[O:12])[CH:9]=[CH:10][C:2]=2[N:16]2[CH2:25][CH2:24][CH:19]([C:20]([O:22][CH3:23])=[O:21])[CH2:18][CH2:17]2)[C:6]1=[O:14]. Yields the product CN1C(C2=C(C=CC(=C2C1)N1CCC(CC1)C(=O)OC)[N+](=O)[O-])=O (Methyl 1-(2-methyl-7-nitro-1-oxo-2,3-dihydro-1H-isoindol-4-yl)piperidine-4-carboxylate). Reaction conditions: temperature 90 celsius. The solvent is CN(C)C=O (DMF). Yield: 8.4%.